This data is from the Open Reaction Database (ORD), a public repository of structured organic reaction records. The task is: describe an organic reaction: reactants, conditions, products, and yield Reactants: COC(CC1=CC(=CC=C1)OC1=C(C=C(C=C1)Br)CN1C(OC[C@@H]1C1=CC=CC=C1)=O)=O ({3-[4-bromo-2-((S)-2-oxo-4-phenyl-oxazolidin-3-ylmethyl)-phenoxy]-phenyl}-acetic acid methyl ester), [OH-].[Li+] (lithium hydroxide), Cl (HCl). Reaction SMILES: C[O:2][C:3](=[O:32])[CH2:4][C:5]1[CH:10]=[CH:9][CH:8]=[C:7]([O:11][C:12]2[CH:17]=[CH:16][C:15]([Br:18])=[CH:14][C:13]=2[CH2:19][N:20]2[C@@H:24]([C:25]3[CH:30]=[CH:29][CH:28]=[CH:27][CH:26]=3)[CH2:23][O:22][C:21]2=[O:31])[CH:6]=1.[OH-].[Li+].Cl>C1COCC1>[Br:18][C:15]1[CH:16]=[CH:17][C:12]([O:11][C:7]2[CH:6]=[C:5]([CH2:4][C:3]([OH:32])=[O:2])[CH:10]=[CH:9][CH:8]=2)=[C:13]([CH2:19][N:20]2[C@@H:24]([C:25]3[CH:30]=[CH:29][CH:28]=[CH:27][CH:26]=3)[CH2:23][O:22][C:21]2=[O:31])[CH:14]=1 |f:1.2|. Isolated yield 62.2%. Product: BrC1=CC(=C(OC=2C=C(C=CC2)CC(=O)O)C=C1)CN1C(OC[C@@H]1C1=CC=CC=C1)=O ({3-[4-Bromo-2-((S)-2-oxo-4-phenyl-oxazolidin-3-ylmethyl)-phenoxy]-phenyl}-acetic acid). Run in C1CCOC1 (THF). Procedure details: To {3-[4-bromo-2-((S)-2-oxo-4-phenyl-oxazolidin-3-ylmethyl)-phenoxy]-phenyl}-acetic acid methyl ester (0.043 g, 0.09 mmol) in THF (2 mL) was added 1N aqueous lithium hydroxide (2 mL), and the reaction was stirred at room temperature for 3 hours, until no starting material was seen by analytical LCMS. The mixture was acidified with 1N aqueous HCl and extracted three times with EtOAc, and the combined organic layers were dried and concentrated. The residue was purified by silica gel chromatography... Reaction conditions: time 3 hour.